Dataset: the Open Reaction Database (ORD), a public repository of structured organic reaction records. Task: describe an organic reaction: reactants, conditions, products, and yield Starting materials: C(CCC)[Sn](C1=NC=CC=C1)(CCCC)CCCC (2-tributylstannanyl-pyridine), BrC1=CC=C(C=C1)C=1N(C(C2=C(N1)N(N=C2)C2=CC=CC=C2)=O)C2=CC=C(C=C2)Cl (6-(4-bromophenyl)-5-(4-chloro-phenyl)-1-phenyl-1,5-dihydro-pyrazolo[3,4-d]pyrimidin-4-one). The reagents and catalysts are C=1C=CC(=CC1)[P](C=2C=CC=CC2)(C=3C=CC=CC3)[Pd]([P](C=4C=CC=CC4)(C=5C=CC=CC5)C=6C=CC=CC6)([P](C=7C=CC=CC7)(C=8C=CC=CC8)C=9C=CC=CC9)[P](C=1C=CC=CC1)(C=1C=CC=CC1)C=1C=CC=CC1 (Pd(PPh3)4). Run in C1(=CC=CC=C1)C (toluene). Conditions: temperature 100 celsius. Product: ClC1=CC=C(C=C1)N1C(=NC2=C(C1=O)C=NN2C2=CC=CC=C2)C2=CC=C(C=C2)C2=NC=CC=C2 (5-(4-chloro-phenyl)-1-phenyl-6-(4-pyridin-2-yl-phenyl)-1,5-dihydro-pyrazolo[3,4-d]pyrimidin-4-one). Isolated yield 46.0%. As a reaction SMILES: Br[C:2]1[CH:7]=[CH:6][C:5]([C:8]2[N:9]([C:24]3[CH:29]=[CH:28][C:27]([Cl:30])=[CH:26][CH:25]=3)[C:10](=[O:23])[C:11]3[CH:16]=[N:15][N:14]([C:17]4[CH:22]=[CH:21][CH:20]=[CH:19][CH:18]=4)[C:12]=3[N:13]=2)=[CH:4][CH:3]=1.C([Sn](CCCC)(CCCC)[C:36]1[CH:41]=[CH:40][CH:39]=[CH:38][N:37]=1)CCC>C1(C)C=CC=CC=1.C1C=CC([P]([Pd]([P](C2C=CC=CC=2)(C2C=CC=CC=2)C2C=CC=CC=2)([P](C2C=CC=CC=2)(C2C=CC=CC=2)C2C=CC=CC=2)[P](C2C=CC=CC=2)(C2C=CC=CC=2)C2C=CC=CC=2)(C2C=CC=CC=2)C2C=CC=CC=2)=CC=1>[Cl:30][C:27]1[CH:28]=[CH:29][C:24]([N:9]2[C:10](=[O:23])[C:11]3[CH:16]=[N:15][N:14]([C:17]4[CH:22]=[CH:21][CH:20]=[CH:19][CH:18]=4)[C:12]=3[N:13]=[C:8]2[C:5]2[CH:4]=[CH:3][C:2]([C:36]3[CH:41]=[CH:40][CH:39]=[CH:38][N:37]=3)=[CH:7][CH:6]=2)=[CH:25][CH:26]=1 |^1:60,62,81,100|. Procedure: A reaction tube charged with 6-(4-bromophenyl)-5-(4-chloro-phenyl)-1-phenyl-1,5-dihydro-pyrazolo[3,4-d]pyrimidin-4-one (40.0 mg, 0.084 mmol) and Pd(PPh3)4 (9.7 mg, 0.0084 mmol) is purged with nitrogen. A solution of 2-tributylstannanyl-pyridine (61.6 mg, 0.168 mmol) in anhydrous toluene (1.0 mL) is added via syringe. The reaction mixture is heated at 100° C. overnight, and is partitioned between water and ethyl acetate. The organic phase is washed with brine, concentrated, and purified by prepar... Reactants: C1(=CC=CC=C1)[C@H](C)NC1=NC=CC(=N1)N1C=NC2=C1C=CC(=C2)N (2-[(S)-1-phenylethylamino]-4-[5-aminobenzimidazol-1-yl]pyrimidine), N(=O)[O-].[Na+] (NaNO2), C(#N)[Cu] (CuCN), N1=CC=CC=C1 (Pyridine). The solvent is C(C)(=O)O (acetic acid), O (H2O), C(C)(=O)OCC (ethyl acetate). Run at temperature 0 celsius, time 1 hour. Yields the product C1(=CC=CC=C1)[C@H](C)NC1=NC=CC(=N1)N1C=NC2=C1C=CC(=C2)C2=NC=CC=C2 (2-[(S)-1-Phenylethylamino]-4-[5-(pyridin-2-yl)-benzimidazol-1-yl]pyrimidine). Reaction SMILES: [C:1]1([C@@H:7]([NH:9][C:10]2[N:15]=[C:14]([N:16]3[C:20]4[CH:21]=[CH:22][C:23](N)=[CH:24][C:19]=4[N:18]=[CH:17]3)[CH:13]=[CH:12][N:11]=2)[CH3:8])[CH:6]=[CH:5][CH:4]=[CH:3][CH:2]=1.N([O-])=O.[Na+].[N:30]1[CH:35]=[CH:34][CH:33]=[CH:32][CH:31]=1.C([Cu])#N>C(O)(=O)C.O.C(OCC)(=O)C>[C:1]1([C@@H:7]([NH:9][C:10]2[N:15]=[C:14]([N:16]3[C:20]4[CH:21]=[CH:22][C:23]([C:31]5[CH:32]=[CH:33][CH:34]=[CH:35][N:30]=5)=[CH:24][C:19]=4[N:18]=[CH:17]3)[CH:13]=[CH:12][N:11]=2)[CH3:8])[CH:6]=[CH:5][CH:4]=[CH:3][CH:2]=1 |f:1.2|. Procedure details: To a stirred solution of 37 mg of 2-[(S)-1-phenylethylamino]-4-[5-aminobenzimidazol-1-yl]pyrimidine (EXAMPLE 79) in acetic acid (1.0 mL) was added NaNO2 (7.7 mg) in H2O (0.5 mL). The mixture was stirred 1 h at 0° C. Pyridine (1 mL) was added followed by CuCN (9.8 mg). Gas evolution was observed. The reaction mixture was poured into ethyl acetate and washed with water and brine. The organic layer was dried over MgSO4, filtered and concentrated. The product mixture was purified by silica gel chrom... RXN SMILES: [CH2:1]([c:2]1[cH:3][cH:4][cH:5][cH:6][cH:7]1)[O:8][C:9](=[O:10])[NH:11][CH:12]1[CH:13]([C:26](=[O:27])[O:28][CH3:29])[CH2:14][CH:15]([NH:18][C:19](=[O:20])[O:21][C:22]([CH3:23])([CH3:24])[CH3:25])[CH:16]=[CH:17]1.[CH3:33][OH:34].[Cl:35][CH2:36][Cl:37].[ClH:32].[Na+:31].[OH-:30]>>[CH2:1]([c:2]1[cH:3][cH:4][cH:5][cH:6][cH:7]1)[O:8][C:9](=[O:10])[NH:11][CH:12]1[CH:13]([C:26](=[O:27])[OH:28])[CH2:14][CH:15]([NH:18][C:19](=[O:20])[O:21][C:22]([CH3:23])([CH3:24])[CH3:25])[CH:16]=[CH:17]1. Product: CC(C)(C)OC(=O)NC1C=CC(NC(=O)OCc2ccccc2)C(C(=O)O)C1. Reactants: COC(=O)C1CC(NC(=O)OC(C)(C)C)C=CC1NC(=O)OCc1ccccc1, CO, ClCCl, Cl, [Na+], [OH-].